Dataset: the Open Reaction Database (ORD), a public repository of structured organic reaction records. Task: describe an organic reaction: reactants, conditions, products, and yield Reactants: [H-].[Na+] (sodium hydride), C(C)#N (acetonitrile), C1(CC1)S(=O)(=O)Cl (cyclopropanesulfonyl chloride), N=1NC=C2C1CN(C2)C(=O)OC(C)(C)C (tert-butyl 2,6-dihydropyrrolo[3,4-c]pyrazole-5(4H)-carboxylate). Run at time 2 hour. Yields the product C1(CCCC1)S(=O)(=O)N1N=C2C(=C1)CN(C2)C(=O)OC(C)(C)C (tert-Butyl 2-(cyclopentylsulfonyl)-2,6-dihydropyrrolo[3,4-c]pyrazole-5(4H)-carboxylate), C1(CCCC1)S(=O)(=O)N1NCC2=C1CN(C2)C(=O)OC(C)(C)C (tert-butyl 1-(cyclopentylsulfonyl)-2,6-dihydropyrrolo[3,4-c]pyrazole-5(4H)-carboxylate). As a reaction SMILES: [H-].[Na+].[N:3]1[NH:4][CH:5]=[C:6]2[CH2:10][N:9]([C:11]([O:13][C:14]([CH3:17])([CH3:16])[CH3:15])=[O:12])[CH2:8][C:7]=12.[CH:18]1([S:21](Cl)(=[O:23])=[O:22])[CH2:20][CH2:19]1.[C:25](#N)[CH3:26]>>[CH:18]1([S:21]([N:4]2[CH:5]=[C:6]3[CH2:10][N:9]([C:11]([O:13][C:14]([CH3:17])([CH3:16])[CH3:15])=[O:12])[CH2:8][C:7]3=[N:3]2)(=[O:23])=[O:22])[CH2:26][CH2:25][CH2:19][CH2:20]1.[CH:18]1([S:21]([N:3]2[C:7]3[CH2:8][N:9]([C:11]([O:13][C:14]([CH3:17])([CH3:16])[CH3:15])=[O:12])[CH2:10][C:6]=3[CH2:5][NH:4]2)(=[O:23])=[O:22])[CH2:26][CH2:25][CH2:19][CH2:20]1 |f:0.1|. Reported procedure: To a suspension of sodium hydride (60% dispersion in oil, 1.55 g, 38.7 mmol) in anhydrous acetonitrile (200 mL) was added to tert-butyl 2,6-dihydropyrrolo[3,4-c]pyrazole-5(4H)-carboxylate (5.3 g, 25.5 mmol) in one portion under nitrogen at room temperature. The reaction mixture was stirred at room temperature for 2 h. To the resulting white suspension was slowly added cyclopropanesulfonyl chloride (6.9 g, 49.1 mmol) and the mixture was stirred at room temperature for 18 h, quenched with water (1...